This data is from the Open Reaction Database (ORD), a public repository of structured organic reaction records. The task is: describe an organic reaction: reactants, conditions, products, and yield Starting materials: C(C)(C)(C)OC(=O)NC[C@H]1CN(CC1)CCCCCN (5-((3S)-3-tert-Butoxycarbonylaminomethylpyrrolidin-1-yl)pentylamine), C(CC)N=C=O (n-propyl isocyanate), NC1=CC(=C(C(=O)O)C=C1Cl)OC (4-amino-5-chloro-2-methoxybenzoic acid). The product is NC1=CC(=C(C(=O)NC[C@H]2CN(CC2)CCCCCNC(=O)NCCC)C=C1Cl)OC (4-amino-5-chloro-2-methoxy-N-((3S)-1-(5-(3-n-propylureido)pentyl)pyrrolidin-3-ylmethyl)benzamide). RXN SMILES: C(O[C:6]([NH:8][CH2:9][C@@H:10]1[CH2:14][CH2:13][N:12]([CH2:15][CH2:16][CH2:17][CH2:18][CH2:19][NH2:20])[CH2:11]1)=[O:7])(C)(C)C.[CH2:21]([N:24]=[C:25]=[O:26])[CH2:22][CH3:23].[NH2:27][C:28]1[C:36]([Cl:37])=[CH:35][C:31](C(O)=O)=[C:30]([O:38][CH3:39])[CH:29]=1>>[NH2:27][C:28]1[C:36]([Cl:37])=[CH:35][C:31]([C:6]([NH:8][CH2:9][C@@H:10]2[CH2:14][CH2:13][N:12]([CH2:15][CH2:16][CH2:17][CH2:18][CH2:19][NH:20][C:25]([NH:24][CH2:21][CH2:22][CH3:23])=[O:26])[CH2:11]2)=[O:7])=[C:30]([O:38][CH3:39])[CH:29]=1. Procedure details: 5-((3S)-3-tert-Butoxycarbonylaminomethylpyrrolidin-1-yl)pentylamine (1.50 g) as starting compound was reacted and treated in the same manner as in Example 34 using n-propyl isocyanate (0.49 ml) and 4-amino-5-chloro-2-methoxybenzoic acid (0.61 g) to give 4-amino-5-chloro-2-methoxy-N-((3S)-1-(5-(3-n-propylureido)pentyl)pyrrolidin-3-ylmethyl)benzamide.